The task is: describe an organic reaction: reactants, conditions, products, and yield. This data is from the Open Reaction Database (ORD), a public repository of structured organic reaction records. Reactants: NC=1SC2=C(N1)C=CC(=C2)OC(F)(F)F (2-Amino-6-trifluoromethoxybenzothiazole), CI (methyl iodide), C(O)([O-])=O.[Na+] (sodium hydrogen carbonate). Solvent: C(C)O (ethanol). Reaction conditions: temperature 20 celsius. The product is N=C1SC2=C(N1C)C=CC(=C2)OC(F)(F)F (2-Imino-3-methyl-6-trifluoromethoxybenzothiazoline). Yield: 27.9%. RXN SMILES: [NH2:1][C:2]1[S:3][C:4]2[CH:10]=[C:9]([O:11][C:12]([F:15])([F:14])[F:13])[CH:8]=[CH:7][C:5]=2[N:6]=1.CI.[C:18](=O)([O-])O.[Na+]>C(O)C>[NH:1]=[C:2]1[N:6]([CH3:18])[C:5]2[CH:7]=[CH:8][C:9]([O:11][C:12]([F:15])([F:13])[F:14])=[CH:10][C:4]=2[S:3]1 |f:2.3|. Reported procedure: 2-Amino-6-trifluoromethoxybenzothiazole (7.1 g) and methyl iodide (4.3 g) in absolute ethanol (20 cc) are heated for 18 hours to boiling. The mixture is then cooled to a temperature in the region of 20° C. The precipitate formed is separated by filtration and washed with absolute ethanol (2×20 cc). The solid is taken up in distilled water (100 cc) heated to 60° C., and the solution obtained is treated with sodium hydrogen carbonate (2.6 g). The precipitate is separated by filtration and recrysta... The reactants are BrC1=CC(=C(C=C1)S(=O)(=O)Cl)OC(F)(F)F (4-Bromo-2-trifluoromethoxy-benzenesulfonyl chloride), N (ammonia). Reaction conditions: time 16 hour. The product is BrC1=CC(=C(C=C1)S(=O)(=O)N)OC(F)(F)F (4-bromo-2-(trifluoromethoxy)benzenesulfonamide). Isolated yield 100.0%. As a reaction SMILES: [Br:1][C:2]1[CH:7]=[CH:6][C:5]([S:8](Cl)(=[O:10])=[O:9])=[C:4]([O:12][C:13]([F:16])([F:15])[F:14])[CH:3]=1.[NH3:17]>>[Br:1][C:2]1[CH:7]=[CH:6][C:5]([S:8]([NH2:17])(=[O:10])=[O:9])=[C:4]([O:12][C:13]([F:16])([F:15])[F:14])[CH:3]=1. Procedure: According to general procedure A, 4-Bromo-2-trifluoromethoxy-benzenesulfonyl chloride (0.35 g, 1.03 mmol) and ammonia (10 mL, ca. 7N in methanol) were stirred together for 16 hours. 4-bromo-2-(trifluoromethoxy)benzenesulfonamide (0.33 g, 100%) was provided after purification. MS (ESI) m/z 320. HPLC purity 100.0% at 210-370 nm, 8.0 min.; the Xterra® RP18 column, 3.5μ, 150×4.6 mm column, 1.2 mL/min., 85/15-5/95 (ammonium formate buffer pH=3.5/ACN+MeOH) for 10 min., hold 4 min. Reactants: [BH4-].[Na+] (NaBH4), [N+](=O)([O-])C1=C(C=CC=C1)C(C)=O (2′-nitroacetophenone). The solvent is CO (methanol), O1CCOCC1 (dioxane), C(C)(=O)OCC (ethyl acetate). Run at time 1 hour. The product is [N+](=O)([O-])C1=C(C=CC=C1)C(C)O (1-(2-nitrophenyl)ethanol). As a reaction SMILES: [BH4-].[Na+].[N+:3]([C:6]1[CH:11]=[CH:10][CH:9]=[CH:8][C:7]=1[C:12](=[O:14])[CH3:13])([O-:5])=[O:4]>CO.O1CCOCC1.C(OCC)(=O)C>[N+:3]([C:6]1[CH:11]=[CH:10][CH:9]=[CH:8][C:7]=1[CH:12]([OH:14])[CH3:13])([O-:5])=[O:4] |f:0.1|. Reported procedure: NaBH4 (3.24 g, 85.60 mmol) was slowly added to a solution of 2′-nitroacetophenone NAP (3.74 g, 22.65 mmol) in a mixture of methanol (34 mL) and dioxane (22 mL). The reaction mixture was stirred at room temperature for one hour and then diluted with ethyl acetate (100 mL) and washed with water (25 mL). The organic layer was dried with Na2SO4, filtered, and concentrated in vacuo to yield 1-(2-nitrophenyl)ethanol dC.13a (3.49 g, 92%) as a white powder.